From a dataset of the Open Reaction Database (ORD), a public repository of structured organic reaction records. describe an organic reaction: reactants, conditions, products, and yield The reactants are C(C)(=O)OCC (ethyl acetate), CCCCCC (hexane), C(C1=CC=CC=C1)ONC(=O)[C@@H]1NC([C@@H](C1)C1=CC=C(C=C1)OC)=O ((2R, 4S)-4-(4-methoxyphenyl)-5-oxopyrrolidine-2-carboxylic acid benzyloxyamide). The reagents and catalysts are [Pd] (palladium on barium sulfate). Solvent: CO (methanol). The product is ONC(=O)[C@@H]1NC([C@@H](C1)C1=CC=C(C=C1)OC)=O ((2R, 4S)4-(4-Methoxyphenyl)-5-oxopyrrolidine-2-carboxylic acid hydroxyamide). Yield: 96.3%. Reaction SMILES: C([O:8][NH:9][C:10]([C@H:12]1[CH2:16][C@@H:15]([C:17]2[CH:22]=[CH:21][C:20]([O:23][CH3:24])=[CH:19][CH:18]=2)[C:14](=[O:25])[NH:13]1)=[O:11])C1C=CC=CC=1.C(OCC)(=O)C.CCCCCC>CO.[Pd]>[OH:8][NH:9][C:10]([C@H:12]1[CH2:16][C@@H:15]([C:17]2[CH:22]=[CH:21][C:20]([O:23][CH3:24])=[CH:19][CH:18]=2)[C:14](=[O:25])[NH:13]1)=[O:11]. Procedure: A solution of (2R, 4S)-4-(4-methoxyphenyl)-5-oxopyrrolidine-2-carboxylic acid benzyloxyamide (150 mg, 0.44 mmol) in methanol (15 mL) was treated with 5% palladium on barium sulfate (40 mg) and hydrogenated in a Parr™ shaker at 3 atmospheres pressure for 2.5 hours. The catalyst was removed by filtration and the solvent was evaporated to provide a solid. The title compound (106 mg, 96%) was isolated by crystallization from a mixture of ethyl acetate and hexane. Yields the product C1(CCCC1)CNCC=1C2=CC=CC=C2C=C2C=CC=CC12 (N-cyclopentylmethyl-9-anthracenemethylamine). Run at time 0.5 hour. Yield: 96.8%. Reactants: Cl (hydrochloric acid), C1=CC=CC2=CC3=CC=CC=C3C(=C12)C=O (9-anthraldehyde), C1(CCCC1)CN (cyclopentylmethylamine), [BH4-].[Na+] (sodium borohydride). Procedure: A mixture of 43.5 g of 9-anthraldehyde, 20.97 g of cyclopentylmethylamine and 150 ml of ethanol is heated under reflux for 1.5 hours. The hot solution of N-cyclopentylmethyl-9-anthracenemethyleneimine so obtained is allowed to cool to 60°, and 8.2 g of sodium borohydride is added in small portions, with stirring, while the temperature is maintained at 55-60°. The mixture is then stirred for another 1.5 hours, concentrated hydrochloric acid (35 ml) is added with cooling, and stirring is continued... As a reaction SMILES: [CH:1]1[C:14]2[C:5](=[CH:6][C:7]3[C:12]([C:13]=2[CH:15]=O)=[CH:11][CH:10]=[CH:9][CH:8]=3)[CH:4]=[CH:3][CH:2]=1.[CH:17]1([CH2:22][NH2:23])[CH2:21][CH2:20][CH2:19][CH2:18]1.[BH4-].[Na+].Cl>C(O)C>[CH:17]1([CH2:22][NH:23][CH2:15][C:13]2[C:14]3[C:5]([CH:6]=[C:7]4[C:12]=2[CH:11]=[CH:10][CH:9]=[CH:8]4)=[CH:4][CH:3]=[CH:2][CH:1]=3)[CH2:21][CH2:20][CH2:19][CH2:18]1 |f:2.3|. The solvent is C(C)O (ethanol). The reactants are C1CCOC1, CO, [Na+], [OH-], COC(=O)CC1Nc2ccc(C(=O)NCc3cc4ccccc4[nH]3)cc2CN(C)C1=O. The product is CN1Cc2cc(C(=O)NCc3cc4ccccc4[nH]3)ccc2NC(CC(=O)O)C1=O. Reaction SMILES: [CH2:34]1[O:35][CH2:36][CH2:37][CH2:38]1.[CH3:39][OH:40].[Na+:2].[OH-:1].[nH:3]1[c:4]([CH2:12][NH:13][C:14](=[O:15])[c:16]2[cH:17][cH:18][c:19]3[c:20]([cH:33]2)[CH2:21][N:22]([CH3:32])[C:23](=[O:31])[CH:24]([CH2:26][C:27](=[O:28])[O:29][CH3:30])[NH:25]3)[cH:5][c:6]2[cH:7][cH:8][cH:9][cH:10][c:11]12>>[nH:3]1[c:4]([CH2:12][NH:13][C:14](=[O:15])[c:16]2[cH:17][cH:18][c:19]3[c:20]([cH:33]2)[CH2:21][N:22]([CH3:32])[C:23](=[O:31])[CH:24]([CH2:26][C:27](=[O:28])[OH:29])[NH:25]3)[cH:5][c:6]2[cH:7][cH:8][cH:9][cH:10][c:11]12. Starting materials: C1COCCN1, C1CCOC1, CC1(C)Cc2c(c(C(=O)O)cc3nc(Nc4c(Cl)cncc4Cl)[nH]c23)O1, F[B-](F)(F)F, CN(C)C=O, CN(C)C(On1nnc2ccccc21)=[N+](C)C. Product: CC1(C)Cc2c(c(C(=O)N3CCOCC3)cc3nc(Nc4c(Cl)cncc4Cl)[nH]c23)O1. RXN SMILES: [CH2:54]1[CH2:55][O:56][CH2:57][CH2:58][NH:59]1.[CH2:60]1[O:61][CH2:62][CH2:63][CH2:64]1.[Cl:1][c:2]1[cH:3][n:4][cH:5][c:6]([Cl:26])[c:7]1[NH:8][c:9]1[nH:10][c:11]2[c:12]([n:13]1)[cH:14][c:15]([C:23](=[O:24])[OH:25])[c:16]1[c:17]2[CH2:18][C:19]([CH3:21])([CH3:22])[O:20]1.[F:27][B-:28]([F:29])([F:30])[F:31].[O:49]=[CH:50][N:51]([CH3:52])[CH3:53].[n:32]1([O:33][C:34]([N:35]([CH3:36])[CH3:37])=[N+:38]([CH3:39])[CH3:40])[c:41]2[cH:42][cH:43][cH:44][cH:45][c:46]2[n:47][n:48]1>>[Cl:1][c:2]1[cH:3][n:4][cH:5][c:6]([Cl:26])[c:7]1[NH:8][c:9]1[nH:10][c:11]2[c:12]([n:13]1)[cH:14][c:15]([C:23](=[O:25])[N:59]1[CH2:54][CH2:55][O:56][CH2:57][CH2:58]1)[c:16]1[c:17]2[CH2:18][C:19]([CH3:21])([CH3:22])[O:20]1. Starting materials: ClC1=C(CN(CC(=O)C2=CC(=CC=C2)Br)C)C=CC(=C1)Cl (2-((2,4-dichlorobenzyl)(methyl)amino)-1-(3-bromophenyl)ethanone), [BH4-].[Na+] (NaBH4). Solvent: CO (methanol). Reaction conditions: temperature 0 celsius, time 30 minute. The product is BrC=1C=C(C=CC1)C(CN(C)CC1=C(C=C(C=C1)Cl)Cl)O (1-(3-bromophenyl)-2-((2,4-dichlorobenzyl)(methyl)amino)ethanol). As a reaction SMILES: [Cl:1][C:2]1[CH:20]=[C:19]([Cl:21])[CH:18]=[CH:17][C:3]=1[CH2:4][N:5]([CH3:16])[CH2:6][C:7]([C:9]1[CH:14]=[CH:13][CH:12]=[C:11]([Br:15])[CH:10]=1)=[O:8].[BH4-].[Na+]>CO>[Br:15][C:11]1[CH:10]=[C:9]([CH:7]([OH:8])[CH2:6][N:5]([CH2:4][C:3]2[CH:17]=[CH:18][C:19]([Cl:21])=[CH:20][C:2]=2[Cl:1])[CH3:16])[CH:14]=[CH:13][CH:12]=1 |f:1.2|. Reported procedure: Into a 1 L 3-necked round-bottom flask purged and maintained with an inert atmosphere of nitrogen, was placed a solution of 2-((2,4-dichlorobenzyl)(methyl)amino)-1-(3-bromophenyl)ethanone (77 g, 198.97 mmol, 1.00 equiv, theoretical yield) in methanol (300 mL). This was followed by the addition of NaBH4 (15 g, 394.74 mmol, 1.98 equiv) in several batches at 0° C. The resulting solution was stirred for 30 min at 0° C. in a water/ice bath. The reaction was then quenched by the addition of 100 mL of ...